From a dataset of the Open Reaction Database (ORD), a public repository of structured organic reaction records. describe an organic reaction: reactants, conditions, products, and yield Reaction SMILES: [CH3:1][O:2][c:3]1[cH:4][cH:5][c:6]([CH2:7][NH:8][C:9](=[O:10])[C:11]2([CH2:24][CH2:25][CH2:26][CH2:27][Br:28])[c:12]3[cH:13][cH:14][cH:15][cH:16][c:17]3-[c:18]3[cH:19][cH:20][cH:21][cH:22][c:23]32)[cH:29][cH:30]1.[CH3:31][CH:32]1[CH2:33][N:34]([c:39]2[n:40][c:41]3[cH:42][cH:43][cH:44][cH:45][c:46]3[cH:47][cH:48]2)[CH2:35][CH:36]([CH3:38])[NH:37]1>>[CH3:1][O:2][c:3]1[cH:4][cH:5][c:6]([CH2:7][NH:8][C:9](=[O:10])[C:11]2([CH2:24][CH2:25][CH2:26][CH2:27][N:37]3[CH:32]([CH3:31])[CH2:33][N:34]([c:39]4[n:40][c:41]5[cH:42][cH:43][cH:44][cH:45][c:46]5[cH:47][cH:48]4)[CH2:35][CH:36]3[CH3:38])[c:12]3[cH:13][cH:14][cH:15][cH:16][c:17]3-[c:18]3[cH:19][cH:20][cH:21][cH:22][c:23]32)[cH:29][cH:30]1. Starting materials: COc1ccc(CNC(=O)C2(CCCCBr)c3ccccc3-c3ccccc32)cc1, CC1CN(c2ccc3ccccc3n2)CC(C)N1. The product is COc1ccc(CNC(=O)C2(CCCCN3C(C)CN(c4ccc5ccccc5n4)CC3C)c3ccccc3-c3ccccc32)cc1. Starting materials: C(=O)(C(F)(F)F)O (TFA), C(#N)C1=CC(=C(C=C1)C=1C=NN(C1O)C1=NC=C(C(=O)O)C=C1)C (6-(4-(4-cyano-2-methylphenyl)-5-hydroxy-1H-pyrazol-1-yl)nicotinic acid), CC1N(CCCC1)CCCN (3-(2-methylpiperidin-1-yl)propan-1-amine). Product: C(#N)C1=CC(=C(C=C1)C=1C=NN(C1O)C1=NC=C(C(=O)NCCCN2C(CCCC2)C)C=C1)C (6-(4-(4-cyano-2-methylphenyl)-5-hydroxy-1H-pyrazol-1-yl)-N-(3-(2-methylpiperidin-1-yl)propyl)nicotinamide). As a reaction SMILES: C(O)(C(F)(F)F)=O.[C:8]([C:10]1[CH:15]=[CH:14][C:13]([C:16]2[CH:17]=[N:18][N:19]([C:22]3[CH:30]=[CH:29][C:25]([C:26](O)=[O:27])=[CH:24][N:23]=3)[C:20]=2[OH:21])=[C:12]([CH3:31])[CH:11]=1)#[N:9].[CH3:32][CH:33]1[CH2:38][CH2:37][CH2:36][CH2:35][N:34]1[CH2:39][CH2:40][CH2:41][NH2:42]>>[C:8]([C:10]1[CH:15]=[CH:14][C:13]([C:16]2[CH:17]=[N:18][N:19]([C:22]3[CH:30]=[CH:29][C:25]([C:26]([NH:42][CH2:41][CH2:40][CH2:39][N:34]4[CH2:35][CH2:36][CH2:37][CH2:38][CH:33]4[CH3:32])=[O:27])=[CH:24][N:23]=3)[C:20]=2[OH:21])=[C:12]([CH3:31])[CH:11]=1)#[N:9]. Procedure details: The title compound, as a TFA salt, was prepared in a manner similar to Example 74 using 6-(4-(4-cyano-2-methylphenyl)-5-hydroxy-1H-pyrazol-1-yl)nicotinic acid and 3-(2-methylpiperidin-1-yl)propan-1-amine. 1H NMR (400 MHz, DMSO-d6) δ ppm 1.20-1.32 (m, 3H) 1.38-1.55 (m, 2H) 1.56-1.74 (m, 2H) 1.74-2.06 (m, 4H) 2.40-2.47 (m, 3H) 2.91-3.16 (m, 2H) 3.16-3.34 (m, 2H) 3.35-3.69 (m, 3H) 7.63-7.70 (m, 1H) 7.72-7.86 (m, 2H) 8.20 (br. s., 1H) 8.42 (d, J=7.33 Hz, 2H) 8.85-9.00 (m, 2H) 9.03-9.38 (m, 1H) 12.63...